This data is from the Open Reaction Database (ORD), a public repository of structured organic reaction records. The task is: describe an organic reaction: reactants, conditions, products, and yield Starting materials: CC1(OCCO1)C1=CC=C(O1)CN1N=C(C=C1)N (1-[5-(2-methyl-[1,3]dioxolan-2-yl)-furan-2-ylmethyl]-1H-pyrazol-3-ylamine), COC1=C(C=CC(=C1)OC)/C=C/C(=O)O ((E)-3-(2,4-dimethoxy-phenyl)-acrylic acid), 05b. Product: C(C)(=O)C1=CC=C(O1)CN1N=C(C=C1)NC(\C=C\C1=C(C=C(C=C1)OC)OC)=O ((E)-N-[1-(5-Acetyl-furan-2-ylmethyl)-1H-pyrazol-3-yl]-3-(2,4-dimethoxy-phenyl)-acrylamide). As a reaction SMILES: [CH3:1][C:2]1([C:7]2[O:11][C:10]([CH2:12][N:13]3[CH:17]=[CH:16][C:15]([NH2:18])=[N:14]3)=[CH:9][CH:8]=2)[O:6]CCO1.[CH3:19][O:20][C:21]1[CH:26]=[C:25]([O:27][CH3:28])[CH:24]=[CH:23][C:22]=1/[CH:29]=[CH:30]/[C:31](O)=[O:32]>>[C:2]([C:7]1[O:11][C:10]([CH2:12][N:13]2[CH:17]=[CH:16][C:15]([NH:18][C:31](=[O:32])/[CH:30]=[CH:29]/[C:22]3[CH:23]=[CH:24][C:25]([O:27][CH3:28])=[CH:26][C:21]=3[O:20][CH3:19])=[N:14]2)=[CH:9][CH:8]=1)(=[O:6])[CH3:1]. Reported procedure: Following general procedure B followed by T, starting from 1-[5-(2-methyl-[1,3]dioxolan-2-yl)-furan-2-ylmethyl]-1H-pyrazol-3-ylamine and (E)-3-(2,4-dimethoxy-phenyl)-acrylic acid. LC-MS-conditions 05b: tR=0.97 min; [M+H]+=396.15. Reactants: C1(=CC=CC=C1)[Si]1(CCC(CC1)C1CCC(CC1)=O)C(CCC)C (4-(4-phenyl-4-(methylbutyl)-4-silacyclohexyl)cyclohexanone), FC=1C=C(C=CC1F)[Mg]Cl (3,4-difluorophenylmagnesium chloride), FC=1C=C(C=CC1F)C1CCC(CC1)[Si]1(CCCCC1)CCC(C)C (4-(3,4-difluorophenyl)cyclohexyl-1-(3-methylbutyl)-1-silacyclohexane). Yields the product FC=1C=C(C=CC1F)C1CCC(CC1)[C@@H]1CC[Si@H](CC1)CCC(C)C (trans-4-(4-(3,4-difluorophenyl)cyclohexyl)-1-(3-methylbutyl)-1-silacyclohexane). Reaction SMILES: C1([Si:7]2([CH:20](C)[CH2:21][CH2:22][CH3:23])[CH2:12][CH2:11][CH:10]([CH:13]3[CH2:18][CH2:17][C:16](=O)[CH2:15][CH2:14]3)[CH2:9][CH2:8]2)C=CC=CC=1.[F:25][C:26]1[CH:27]=[C:28]([Mg]Cl)[CH:29]=[CH:30][C:31]=1[F:32].F[C:36]1C=C(C2CCC([Si]3(CCC(C)C)CCCCC3)CC2)C=CC=1F>>[F:25][C:26]1[CH:27]=[C:28]([CH:16]2[CH2:15][CH2:14][CH:13]([C@H:10]3[CH2:9][CH2:8][Si@H:7]([CH2:20][CH2:21][CH:22]([CH3:23])[CH3:36])[CH2:12][CH2:11]3)[CH2:18][CH2:17]2)[CH:29]=[CH:30][C:31]=1[F:32]. Procedure: The general procedure of Example 6 was repeated using 4-(4-phenyl-4-(methylbutyl)-4-silacyclohexyl)cyclohexanone and 3,4-difluorophenylmagnesium chloride, thereby obtaining trans, trans-4-(4-(3,4-difluorophenyl)cyclohexyl-1-(3-methylbutyl)-1-silacyclohexane. The results of NMR and IR analyses are shown below.